Dataset: the Open Reaction Database (ORD), a public repository of structured organic reaction records. Task: describe an organic reaction: reactants, conditions, products, and yield Starting materials: C=CCBr, CCOC(=O)c1ccc(F)c(O)c1, CC(C)=O, [K+], [K+], O=C([O-])[O-]. The product is C=CCOc1cc(C(=O)OCC)ccc1F. RXN SMILES: [Br:7][CH2:8][CH:9]=[CH2:10].[CH2:11]([CH3:12])[O:13][C:14]([c:15]1[cH:16][c:17]([OH:22])[c:18]([F:21])[cH:19][cH:20]1)=[O:23].[CH3:24][C:25](=[O:26])[CH3:27].[K+:1].[K+:2].[O-:3][C:4]([O-:5])=[O:6]>>[CH2:8]=[CH:9][CH2:10][O:22][c:17]1[cH:16][c:15]([C:14]([O:13][CH2:11][CH3:12])=[O:23])[cH:20][cH:19][c:18]1[F:21]. The reactants are [H-].[Na+] (NaH), ClC1=CC2=C(SC(=C2C)S(=O)(=O)NC2=CC=C(C=C2)C2CN(C2)C(=O)OC(C)(C)C)C=C1 (tert-Butyl 3-(4-(5-chloro-3-methylbenzo[b]thiophene-2-sulfonamido)phenyl)azetidine-1-carboxylate), CI (methyl iodide). Run in C1CCOC1 (THF). Conditions: time 15 minute. Product: ClC1=CC2=C(SC(=C2C)S(=O)(=O)N(C)C2=CC=C(C=C2)C2CN(C2)C(=O)OC(C)(C)C)C=C1 (tert-butyl 3-(4-(5-chloro-N,3-dimethylbenzo[b]thiophene-2-sulfonamido)phenyl)azetidine-1-carboxylate). Reaction SMILES: [Cl:1][C:2]1[CH:32]=[CH:31][C:5]2[S:6][C:7]([S:10]([NH:13][C:14]3[CH:19]=[CH:18][C:17]([CH:20]4[CH2:23][N:22]([C:24]([O:26][C:27]([CH3:30])([CH3:29])[CH3:28])=[O:25])[CH2:21]4)=[CH:16][CH:15]=3)(=[O:12])=[O:11])=[C:8]([CH3:9])[C:4]=2[CH:3]=1.[H-].[Na+].[CH3:35]I>C1COCC1>[Cl:1][C:2]1[CH:32]=[CH:31][C:5]2[S:6][C:7]([S:10]([N:13]([C:14]3[CH:19]=[CH:18][C:17]([CH:20]4[CH2:21][N:22]([C:24]([O:26][C:27]([CH3:29])([CH3:28])[CH3:30])=[O:25])[CH2:23]4)=[CH:16][CH:15]=3)[CH3:35])(=[O:11])=[O:12])=[C:8]([CH3:9])[C:4]=2[CH:3]=1 |f:1.2|. Reported procedure: tert-Butyl 3-(4-(5-chloro-3-methylbenzo[b]thiophene-2-sulfonamido)phenyl)azetidine-1-carboxylate (216 mg, 0.44 mmol) was stirred in THF (5 ml) and NaH (25 mg, 0.53 mmol) was added. After stirring at r.t. for 15 min, methyl iodide (0.028 ml, 0.44 mmol) was added and stirring was continued for 116 h. The solution was concentrated in vacuo, dissolved in water (pH 11) and extracted with EtOAc. The organic extracts were dried (MgSO4), filtered and concentrated to give tert-butyl 3-(4-(5-chloro-N,3-di... The reactants are O=[N+]([O-])c1ccc(CO)cc1, O, O=C(O)C1CCCN1, Cc1ccc(S(=O)(=O)O)cc1, c1ccccc1. Yields the product O=C(OCc1ccc([N+](=O)[O-])cc1)C1CCCN1, Cc1ccc(S(=O)(=O)O)cc1. Reaction SMILES: [N+:21](=[O:22])([O-:23])[c:24]1[cH:25][cH:26][c:27]([CH2:28][OH:29])[cH:30][cH:31]1.[OH2:9].[OH:1][C:2](=[O:3])[CH:4]1[CH2:5][CH2:6][CH2:7][NH:8]1.[c:10]1([CH3:20])[cH:11][cH:12][c:13]([S:16](=[O:17])(=[O:18])[OH:19])[cH:14][cH:15]1.[cH:32]1[cH:33][cH:34][cH:35][cH:36][cH:37]1>>[O:1]=[C:2]([O:3][CH2:28][c:27]1[cH:26][cH:25][c:24]([N+:21](=[O:22])[O-:23])[cH:31][cH:30]1)[CH:4]1[CH2:5][CH2:6][CH2:7][NH:8]1.[c:10]1([CH3:20])[cH:11][cH:12][c:13]([S:16](=[O:17])(=[O:18])[OH:19])[cH:14][cH:15]1. Reactants: O=C(O)C(=O)O, CO, NCCCN1CCCNC1=S, O=CC1CCc2ccccc2O1. Product: O=C(O)C(=O)O, S=C1NCCCN1CCCNCC1CCc2ccccc2O1. As a reaction SMILES: [C:24]([C:25](=[O:26])[OH:27])(=[O:28])[OH:29].[CH3:30][OH:31].[NH2:13][CH2:14][CH2:15][CH2:16][N:17]1[C:18](=[S:23])[NH:19][CH2:20][CH2:21][CH2:22]1.[O:1]1[CH:2]([CH:11]=[O:12])[CH2:3][CH2:4][c:5]2[c:6]1[cH:7][cH:8][cH:9][cH:10]2>>[C:24]([C:25](=[O:26])[OH:27])(=[O:28])[OH:29].[O:1]1[CH:2]([CH2:11][NH:13][CH2:14][CH2:15][CH2:16][N:17]2[C:18](=[S:23])[NH:19][CH2:20][CH2:21][CH2:22]2)[CH2:3][CH2:4][c:5]2[c:6]1[cH:7][cH:8][cH:9][cH:10]2. RXN SMILES: [Cl:1][C:2]1[C:11]2[C:6](=[CH:7][C:8]([O:14][CH3:15])=[C:9]([O:12][CH3:13])[CH:10]=2)[N:5]=[CH:4][N:3]=1.Cl.[N:17]([C:20]1[CH:26]=[CH:25][C:23]([NH2:24])=[CH:22][CH:21]=1)=[N+:18]=[N-:19]>C(O)(C)C>[ClH:1].[N:17]([C:20]1[CH:26]=[CH:25][C:23]([NH:24][C:2]2[C:11]3[C:6](=[CH:7][C:8]([O:14][CH3:15])=[C:9]([O:12][CH3:13])[CH:10]=3)[N:5]=[CH:4][N:3]=2)=[CH:22][CH:21]=1)=[N+:18]=[N-:19] |f:1.2,4.5|. Starting materials: ClC1=NC=NC2=CC(=C(C=C12)OC)OC (4-Chloro-6,7-dimethoxyquinazoline), Cl.N(=[N+]=[N-])C1=CC=C(N)C=C1 (4-azidoaniline hydrochloride). Run in C(C)(C)O (isopropyl alcohol). Procedure: 4-Chloro-6,7-dimethoxyquinazoline (250 mg, 1.12 mmol) and 4-azidoaniline hydrochloride (200 mg, 1.11 mmol) were refluxed in 10 mL of isopropyl alcohol for 0.5 hour, cooled and filtered to afford solid title product which was washed with 10 mL of isopropyl alcohol and dried in vacuo, at 70° C., 392 mg (98%); mp 200°-205° C. (dec). The product is Cl.N(=[N+]=[N-])C1=CC=C(C=C1)NC1=NC=NC2=CC(=C(C=C12)OC)OC ((4-Azidophenyl)-(6,7-dimethoxyquinazolin-4-yl)-amine Hydrochloride). RXN SMILES: [Cl:1][C:2]1[CH:7]=[CH:6][C:5]([S:8]([NH:11][C@@H:12]2[CH2:18][C:17]([F:20])([F:19])[CH2:16][CH2:15][NH:14][C:13]2=[O:21])(=[O:10])=[O:9])=[CH:4][CH:3]=1.Br[CH2:23][C:24]1[CH:29]=[CH:28][C:27]([CH:30]([F:32])[F:31])=[CH:26][CH:25]=1>>[Cl:1][C:2]1[CH:7]=[CH:6][C:5]([S:8]([N:11]([CH2:23][C:24]2[CH:29]=[CH:28][C:27]([CH:30]([F:32])[F:31])=[CH:26][CH:25]=2)[C@@H:12]2[CH2:18][C:17]([F:19])([F:20])[CH2:16][CH2:15][NH:14][C:13]2=[O:21])(=[O:9])=[O:10])=[CH:4][CH:3]=1. Starting materials: ClC1=CC=C(C=C1)S(=O)(=O)N[C@H]1C(NCCC(C1)(F)F)=O (4-Chloro-N-((R)-5,5-difluoro-2-oxo-azepan-3-yl)-benzenesulfonamide), BrCC1=CC=C(C=C1)C(F)F (1-bromomethyl-4-difluoromethyl-benzene). Yields the product ClC1=CC=C(C=C1)S(=O)(=O)N([C@H]1C(NCCC(C1)(F)F)=O)CC1=CC=C(C=C1)C(F)F (4-chloro-N-(4-difluoromethyl-benzyl)-N-((R)-5,5-difluoro-2-oxo-azepan-3-yl)-benzenesulfonamide). Procedure details: 4-Chloro-N-((R)-5,5-difluoro-2-oxo-azepan-3-yl)-benzenesulfonamide was alkylated using 1-bromomethyl-4-difluoromethyl-benzene analogous to Example 1 to afford 4-chloro-N-(4-difluoromethyl-benzyl)-N-((R)-5,5-difluoro-2-oxo-azepan-3-yl)-benzenesulfonamide: Starting materials: C(#N)CC1=CC=C2C(CCOC2=C1)NC(CC(NS(=O)(=O)C1=CC(=CC=C1)C(F)(F)F)C1=CC=CC=C1)=O (N-(7-cyanomethyl-chroman-4-yl)-3-phenyl-3-(3-trifluoromethyl-benzenesulfonylamino)-propionamide). Reagents/catalysts: [Pd] (Pd/C). The solvent is CO (MeOH). Reaction conditions: time 18 hour. Yields the product NCCC1=CC=C2C(CCOC2=C1)NC(CC(NS(=O)(=O)C1=CC(=CC=C1)C(F)(F)F)C1=CC=CC=C1)=O (N-[7-(2-amino-ethyl)-chroman-4-yl]-3-phenyl-3-(3-trifluoromethyl-benzenesulfonylamino)-propionamide). RXN SMILES: [C:1]([CH2:3][C:4]1[CH:13]=[C:12]2[C:7]([CH:8]([NH:14][C:15](=[O:38])[CH2:16][CH:17]([C:32]3[CH:37]=[CH:36][CH:35]=[CH:34][CH:33]=3)[NH:18][S:19]([C:22]3[CH:27]=[CH:26][CH:25]=[C:24]([C:28]([F:31])([F:30])[F:29])[CH:23]=3)(=[O:21])=[O:20])[CH2:9][CH2:10][O:11]2)=[CH:6][CH:5]=1)#[N:2]>CO.[Pd]>[NH2:2][CH2:1][CH2:3][C:4]1[CH:13]=[C:12]2[C:7]([CH:8]([NH:14][C:15](=[O:38])[CH2:16][CH:17]([C:32]3[CH:33]=[CH:34][CH:35]=[CH:36][CH:37]=3)[NH:18][S:19]([C:22]3[CH:27]=[CH:26][CH:25]=[C:24]([C:28]([F:31])([F:29])[F:30])[CH:23]=3)(=[O:21])=[O:20])[CH2:9][CH2:10][O:11]2)=[CH:6][CH:5]=1. Procedure: To a solution of N-(7-cyanomethyl-chroman-4-yl)-3-phenyl-3-(3-trifluoromethyl-benzenesulfonylamino)-propionamide (790 mg, 1.45 mmol) in MeOH (20 mL) in the Parr-bottle was added Pd/C (80 mg) while flushed under N2. The reaction mixture bottle was placed in Parr-shaker. The H2 was filled up the bottle then released-this was done 3 times. After last release, the fresh H2 (50 psi) was then filled up the bottle. The reaction was under hydrogenation for 18 h. Solvent was separated from the Pd/C by pa... Reactants: CC(C(=O)NC1=C(C=CC=C1)CC1NCCC2=CC=CC=C12)(C)C (2,2-dimethyl-N-[2-(1,2,3,4-tetrahydro-1-isoquinolinyl)methylphenyl]propanamide). Run in Cl (hydrochloric acid). Conditions: time 8 hour. Product: C1(NCCC2=CC=CC=C12)CC1=C(C=CC=C1)N (2-[(1,2,3,4-tetrahydro-1-isoquinolinyl)methyl]benzenamine). Yield: 96.8%. Reaction SMILES: CC(C)(C)C([NH:5][C:6]1[CH:11]=[CH:10][CH:9]=[CH:8][C:7]=1[CH2:12][CH:13]1[C:22]2[C:17](=[CH:18][CH:19]=[CH:20][CH:21]=2)[CH2:16][CH2:15][NH:14]1)=O>Cl>[CH:13]1([CH2:12][C:7]2[CH:8]=[CH:9][CH:10]=[CH:11][C:6]=2[NH2:5])[C:22]2[C:17](=[CH:18][CH:19]=[CH:20][CH:21]=2)[CH2:16][CH2:15][NH:14]1. Procedure: A stirred solution of 2,2-dimethyl-N-[2-(1,2,3,4-tetrahydro-1-isoquinolinyl)methylphenyl]propanamide (12.5 g) and 6N hydrochloric acid solution (240 ml) was refluxed for 101/2 hours and then allowed to stand overnight (about 16 hours) at room temperature. On cooling to room temperature a colorless solid separated. The mixture was decanted over crushed ice, water (300 ml) was added, and the mixture was basified with 50% sodium hydroxide solution. The turbid mixture was extracted thrice with 200 m... The reactants are [BH4-], C=CC(=O)OCCCCOc1ccc(C2(F)CC=CC(c3ccc(CCCC=O)cc3)=C2F)cc1, [Na+], C1COCCO1, O. Yields the product C=CC(=O)OCCCCOc1ccc(C2(F)CC=CC(c3ccc(CCCCO)cc3)=C2F)cc1. Reaction SMILES: [BH4-:1].[C:4]([CH:5]=[CH2:6])(=[O:7])[O:8][CH2:9][CH2:10][CH2:11][CH2:12][O:13][c:14]1[cH:15][cH:16][c:17]([C:20]2([F:38])[CH2:21][CH:22]=[CH:23][C:24]([c:27]3[cH:28][cH:29][c:30]([CH2:33][CH2:34][CH2:35][CH:36]=[O:37])[cH:31][cH:32]3)=[C:25]2[F:26])[cH:18][cH:19]1.[Na+:2].[O:39]1[CH2:40][CH2:41][O:42][CH2:43][CH2:44]1.[OH2:3]>>[C:4]([CH:5]=[CH2:6])(=[O:7])[O:8][CH2:9][CH2:10][CH2:11][CH2:12][O:13][c:14]1[cH:15][cH:16][c:17]([C:20]2([F:38])[CH2:21][CH:22]=[CH:23][C:24]([c:27]3[cH:28][cH:29][c:30]([CH2:33][CH2:34][CH2:35][CH2:36][OH:37])[cH:31][cH:32]3)=[C:25]2[F:26])[cH:18][cH:19]1. The reactants are OC=1C=CC2=C(C(C=3NC4=CC(=CC=C4C3C2=O)C#N)(C)C)C1 (8-Hydroxy-6,6-dimethyl-11-oxo-6,11-dihydro-5H-benzo[b]carbazole-3-carbonitrile), N1(C=NC=C1)CCO (2-imidazol-1-yl-ethanol). Product: N1(C=NC=C1)CCOC=1C=CC2=C(C(C=3NC4=CC(=CC=C4C3C2=O)C#N)(C)C)C1 (8-(2-Imidazol-1-yl-ethoxy)-6,6-dimethyl-11-oxo-6,11-dihydro-5H-benzo[b]carbazole-3-carbonitrile). Reaction SMILES: [OH:1][C:2]1[CH:3]=[CH:4][C:5]2[C:17](=[O:18])[C:16]3[C:15]4[C:10](=[CH:11][C:12]([C:19]#[N:20])=[CH:13][CH:14]=4)[NH:9][C:8]=3[C:7]([CH3:22])([CH3:21])[C:6]=2[CH:23]=1.[N:24]1([CH2:29][CH2:30]O)[CH:28]=[CH:27][N:26]=[CH:25]1>>[N:24]1([CH2:29][CH2:30][O:1][C:2]2[CH:3]=[CH:4][C:5]3[C:17](=[O:18])[C:16]4[C:15]5[C:10](=[CH:11][C:12]([C:19]#[N:20])=[CH:13][CH:14]=5)[NH:9][C:8]=4[C:7]([CH3:21])([CH3:22])[C:6]=3[CH:23]=2)[CH:28]=[CH:27][N:26]=[CH:25]1. Procedure: Under the same conditions as the method for synthesizing Compound A7-1, the title compound was prepared from Compound A6 and 2-imidazol-1-yl-ethanol.